From a dataset of the Open Reaction Database (ORD), a public repository of structured organic reaction records. describe an organic reaction: reactants, conditions, products, and yield Starting materials: OC(CC(=O)OCC)CC(\C=C\C=1N(C(C2=CC=CC=C2C1C1=CC=C(C=C1)F)=O)C(C)C)O (ethyl (E)-3,5-dihydroxy-7-[4-(4-fluorophenyl)-2-isopropyl-1-oxo-1,2-dihydroisoquinolin-3-yl]hept-6-enoate), [OH-].[Na+] (sodium hydroxide). Run in CO (methanol). Yields the product OC(CC(=O)[O-])CC(\C=C\C=1N(C(C2=CC=CC=C2C1C1=CC=C(C=C1)F)=O)C(C)C)O.[Na+] (sodium (E)-3,5-dihydroxy-7-[4-(4-fluorophenyl)-2-isopropyl-1-oxo-1,2-dihydroisoquinolin-3-yl]hept-6-enoate), solid. RXN SMILES: [OH:1][CH:2]([CH2:9][CH:10]([OH:34])/[CH:11]=[CH:12]/[C:13]1[N:14]([CH:31]([CH3:33])[CH3:32])[C:15](=[O:30])[C:16]2[C:21]([C:22]=1[C:23]1[CH:28]=[CH:27][C:26]([F:29])=[CH:25][CH:24]=1)=[CH:20][CH:19]=[CH:18][CH:17]=2)[CH2:3][C:4]([O:6]CC)=[O:5].[OH-].[Na+:36]>CO>[OH:1][CH:2]([CH2:9][CH:10]([OH:34])/[CH:11]=[CH:12]/[C:13]1[N:14]([CH:31]([CH3:32])[CH3:33])[C:15](=[O:30])[C:16]2[C:21]([C:22]=1[C:23]1[CH:28]=[CH:27][C:26]([F:29])=[CH:25][CH:24]=1)=[CH:20][CH:19]=[CH:18][CH:17]=2)[CH2:3][C:4]([O-:6])=[O:5].[Na+:36] |f:1.2,4.5|. Procedure: A solution of a 1:1 mixture of the erythro- and threo-diastereoisomers of ethyl (E)-3,5-dihydroxy-7-[4-(4-fluorophenyl)-2-isopropyl-1-oxo-1,2-dihydroisoquinolin-3-yl]hept-6-enoate (0.18 g; prepared as described in Example 4) in methanol, (10 ml) was treated with aqueous sodium hydroxide solution (2.0M; 0.77 ml) at room temperature. After 90 minutes the solution was evaporated to dryness and the residue was azeotroped on the rotary evaporator with ethyl acetate (2×20 ml). The residue was triturat... Reactants: CN(C)C=O (DMF), FC1=C(C=CC=C1)C1=CC=2C(=CN=CC2)N1 (2-(2-Fluoro-phenyl)-1H-pyrrolo[2,3-c]pyridine), [OH-].[Na+] (NaOH), CN(C)C=O (DMF), ClCC1=CC(=NO1)C1=C(C=C(C=C1)F)C(F)(F)F (5-Chloromethyl-3-(4-fluoro-2-trifluoromethyl-phenyl)-isoxazole). Reaction conditions: time 12 hour. The product is FC(C(=O)[O-])(F)F.FC1=C(C=CC=C1)C=1C=C2C(=CN(C=C2)CC2=CC(=NO2)C2=C(C=C(C=C2)F)C(F)(F)F)[NH+]1 (2-(2-Fluoro-phenyl)-6-[3-(4-fluoro-2-trifluoromethyl-phenyl)-isoxazol-5-ylmethyl]-6H-pyrrolo[2,3-c]pyridinium trifluoroacetate). Yield: 81.0%. As a reaction SMILES: [F:1][C:2]1[CH:7]=[CH:6][CH:5]=[CH:4][C:3]=1[C:8]1[NH:16][C:11]2=[CH:12][N:13]=[CH:14][CH:15]=[C:10]2[CH:9]=1.[OH-:17].[Na+].Cl[CH2:20][C:21]1[O:25][N:24]=[C:23]([C:26]2[CH:31]=[CH:30][C:29]([F:32])=[CH:28][C:27]=2[C:33]([F:36])([F:35])[F:34])[CH:22]=1.CN([CH:40]=[O:41])C>>[F:34][C:33]([F:36])([F:35])[C:40]([O-:41])=[O:17].[F:1][C:2]1[CH:7]=[CH:6][CH:5]=[CH:4][C:3]=1[C:8]1[CH:9]=[C:10]2[CH:15]=[CH:14][N:13]([CH2:20][C:21]3[O:25][N:24]=[C:23]([C:26]4[CH:31]=[CH:30][C:29]([F:32])=[CH:28][C:27]=4[C:33]([F:36])([F:34])[F:35])[CH:22]=3)[CH:12]=[C:11]2[NH+:16]=1 |f:1.2,5.6|. Procedure: To a solution of 2-(2-Fluoro-phenyl)-1H-pyrrolo[2,3-c]pyridine (50 mg, 0.244 mmole) in DMF (1 ml) was added 10% (w/v) aqueous NaOH (113 μl, 0.28 mmole) followed by a solution of 5-Chloromethyl-3-(4-fluoro-2-trifluoromethyl-phenyl)-isoxazole (79 mg, 0.28 mmole) in DMF (0.5 ml). The reaction mixture was stirred at room temperature for 12 hours. The crude reaction mixture was purified by reverse phase HPLC with mass directed collection. Obtained 109 mg (81%) of 2-(2-Fluoro-phenyl)-6-[3-(4-fluoro-2-... The reactants are C(C)(C)(C)OC(=O)NC1=C2C=NN(C2=CC=C1)C(C(=O)OC)C1=CC=C(C=C1)Cl (methyl 2-(4-(tert-butoxycarbonylamino)-1H-indazol-1-yl)-2-(4-chlorophenyl)acetate), C1CCOC1 (THF), BrCC(=O)OC(C)(C)C (tert-butyl 2-bromoacetate), [H-].[Na+] (NaH). Reaction conditions: time 30 minute. The product is C(C)(C)(C)OC(=O)NC1=C2C=CN(C2=CC=C1)C(C(=O)OC)(CC(=O)OC(C)(C)C)C1=CC=C(C=C1)Cl (4-tert-butyl 1-methyl 2-(4-(tert-butoxycarbonylamino)-1H-indol-1-yl)-2-(4-chlorophenyl)succinate). RXN SMILES: [C:1]([O:5][C:6]([NH:8][C:9]1[CH:17]=[CH:16][CH:15]=[C:14]2[C:10]=1[CH:11]=N[N:13]2[CH:18]([C:23]1[CH:28]=[CH:27][C:26]([Cl:29])=[CH:25][CH:24]=1)[C:19]([O:21][CH3:22])=[O:20])=[O:7])([CH3:4])([CH3:3])[CH3:2].Br[CH2:31][C:32]([O:34][C:35]([CH3:38])([CH3:37])[CH3:36])=[O:33].[H-].[Na+].[CH2:41]1COCC1>>[C:1]([O:5][C:6]([NH:8][C:9]1[CH:17]=[CH:16][CH:15]=[C:14]2[C:10]=1[CH:11]=[CH:41][N:13]2[C:18]([C:23]1[CH:28]=[CH:27][C:26]([Cl:29])=[CH:25][CH:24]=1)([CH2:31][C:32]([O:34][C:35]([CH3:38])([CH3:37])[CH3:36])=[O:33])[C:19]([O:21][CH3:22])=[O:20])=[O:7])([CH3:4])([CH3:2])[CH3:3] |f:2.3|. Procedure: A solution of methyl 2-(4-(tert-butoxycarbonylamino)-1H-indazol-1-yl)-2-(4-chlorophenyl)acetate (2 g, 4.83 mmol), as described in Example 2 Step B, and tert-butyl 2-bromoacetate (1.4 g, 7.25 mmol) in THF (10 mL) was added to NaH (290 mg, 7.25 mmol, 60% in oil) dropwise at 0° C. and stirred for 30 min. The mixture was quenched with saturated NH4Cl solution, and extracted with ethyl acetate. The organic layer was washed with brine (20 mL), dried over sodium sulfate, filtered and evaporated. The re... Starting materials: Fc1cc(Cl)cnc1F, [NH4+], [OH-], O. Yields the product Nc1ncc(Cl)cc1F. Reaction SMILES: [Cl:1][c:2]1[cH:3][c:4]([F:9])[c:5]([F:8])[n:6][cH:7]1.[NH4+:10].[OH-:11].[OH2:12]>>[Cl:1][c:2]1[cH:3][c:4]([F:9])[c:5]([NH2:10])[n:6][cH:7]1. The reactants are CC(C)(C)N, CCO, O=c1ccoc2cc(OCC(O)CCl)ccc12. Product: Cl, CC(C)(C)NCC(O)COc1ccc2c(=O)ccoc2c1. As a reaction SMILES: [CH3:18][C:19]([CH3:20])([CH3:21])[NH2:22].[CH3:23][CH2:24][OH:25].[OH:1][CH:2]([CH2:3][O:4][c:5]1[cH:6][c:7]2[c:8]([c:9](=[O:13])[cH:10][cH:11][o:12]2)[cH:14][cH:15]1)[CH2:16][Cl:17]>>[ClH:17].[OH:1][CH:2]([CH2:3][O:4][c:5]1[cH:6][c:7]2[c:8]([c:9](=[O:13])[cH:10][cH:11][o:12]2)[cH:14][cH:15]1)[CH2:16][NH:22][C:19]([CH3:18])([CH3:20])[CH3:21].